This data is from the Open Reaction Database (ORD), a public repository of structured organic reaction records. The task is: describe an organic reaction: reactants, conditions, products, and yield Yields the product CCCCCCCCCCCCCCOc1ccc(C(=O)Cl)cc1. RXN SMILES: [CH2:1]([CH2:2][CH2:3][CH2:4][CH2:5][CH2:6][CH2:7][CH2:8][CH2:9][CH2:10][CH2:11][CH2:12][CH2:13][CH3:14])[O:15][c:16]1[cH:17][cH:18][c:19]([C:20](=[O:21])[OH:22])[cH:23][cH:24]1.[CH2:25]([Cl:26])[Cl:27].[CH3:34][N:35]([CH3:36])[CH:37]=[O:38].[Cl:28][C:29]([C:30]([Cl:31])=[O:32])=[O:33]>>[CH2:1]([CH2:2][CH2:3][CH2:4][CH2:5][CH2:6][CH2:7][CH2:8][CH2:9][CH2:10][CH2:11][CH2:12][CH2:13][CH3:14])[O:15][c:16]1[cH:17][cH:18][c:19]([C:20](=[O:21])[Cl:26])[cH:23][cH:24]1. Reactants: CCCCCCCCCCCCCCOc1ccc(C(=O)O)cc1, ClCCl, CN(C)C=O, O=C(Cl)C(=O)Cl. Reactants: C(C=C)C1=C(C=CC2=C1O[C@H](CO2)COS(=O)(=O)C2=CC=C(C=C2)C)[N+](=O)[O-] ((R)-toluene-4-sulfonic acid 8-allyl-7-nitro-2,3-dihydro-benzo[1,4]dioxin-2-ylmethyl ester), N#N (N2), solution, B.C1CCOC1 (BH3.THF), C(=O)([O-])[O-].[K+].[K+] (K2CO3), [OH-].[Na+] (NaOH), OO (H2O2). Run in C1CCOC1 (THF), O (water), C(C)O (ethanol). Reaction conditions: temperature 0 celsius, time 8 hour. Yields the product OCCCC1=C(C=CC2=C1O[C@H](CO2)COS(=O)(=O)C2=CC=C(C=C2)C)[N+](=O)[O-] ((R)-toluene-4-sulfonic acid 8-(3-hydroxy-propyl)-7-nitro-2,3-dihydro-benzo[1,4]dioxin-2-ylmethyl ester). Yield: 51.0%. As a reaction SMILES: B.C1C[O:5]CC1.N#N.[CH2:9]([C:12]1[C:17]2[O:18][C@@H:19]([CH2:22][O:23][S:24]([C:27]3[CH:32]=[CH:31][C:30]([CH3:33])=[CH:29][CH:28]=3)(=[O:26])=[O:25])[CH2:20][O:21][C:16]=2[CH:15]=[CH:14][C:13]=1[N+:34]([O-:36])=[O:35])[CH:10]=[CH2:11].[OH-].[Na+].OO.C([O-])([O-])=O.[K+].[K+]>C1COCC1.O.C(O)C>[OH:5][CH2:11][CH2:10][CH2:9][C:12]1[C:17]2[O:18][C@@H:19]([CH2:22][O:23][S:24]([C:27]3[CH:32]=[CH:31][C:30]([CH3:33])=[CH:29][CH:28]=3)(=[O:26])=[O:25])[CH2:20][O:21][C:16]=2[CH:15]=[CH:14][C:13]=1[N+:34]([O-:36])=[O:35] |f:0.1,4.5,7.8.9|. Procedure: A 1M solution of BH3.THF (11.00 ml, 11.00 mmole) was placed in a 100 ml round-bottom flask equipped with N2 line, dropping funnel and thermometer. The solution was cooled to 0° C. in an ice-water bath. To this cooled solution was added dropwise, (R)-toluene-4-sulfonic acid 8-allyl-7-nitro-2,3-dihydro-benzo[1,4]dioxin-2-ylmethyl ester (2.25 g, 5.56 mmole) in 10 ml of dry THF over a 10 minute period. The reaction was allowed to reach room temperature and then stirred overnight. It was then cooled ... Starting materials: CC(C)(C)OC(=O)N1CCC(C(O)c2ccc(C(F)(F)F)cc2)CC1, C1CCOC1, CC(C)(O)C#N, CC(C)OC(=O)N=NC(=O)OC(C)C, c1ccc(P(c2ccccc2)c2ccccc2)cc1. Product: CC(C)(C)OC(=O)N1CCC(C(C#N)c2ccc(C(F)(F)F)cc2)CC1. RXN SMILES: [C:1]([CH3:2])([CH3:3])([CH3:4])[O:5][C:6](=[O:7])[N:8]1[CH2:9][CH2:10][CH:11]([CH:14]([c:15]2[cH:16][cH:17][c:18]([C:21]([F:22])([F:23])[F:24])[cH:19][cH:20]2)[OH:25])[CH2:12][CH2:13]1.[CH2:65]1[O:66][CH2:67][CH2:68][CH2:69]1.[CH3:26][C:27]([C:28]#[N:29])([CH3:30])[OH:31].[O:51]=[C:52]([O:53][CH:54]([CH3:55])[CH3:56])[N:57]=[N:58][C:59]([O:60][CH:61]([CH3:62])[CH3:63])=[O:64].[c:32]1([P:33]([c:34]2[cH:35][cH:36][cH:37][cH:38][cH:39]2)[c:40]2[cH:41][cH:42][cH:43][cH:44][cH:45]2)[cH:46][cH:47][cH:48][cH:49][cH:50]1>>[C:1]([CH3:2])([CH3:3])([CH3:4])[O:5][C:6](=[O:7])[N:8]1[CH2:9][CH2:10][CH:11]([CH:14]([c:15]2[cH:16][cH:17][c:18]([C:21]([F:22])([F:23])[F:24])[cH:19][cH:20]2)[C:28]#[N:29])[CH2:12][CH2:13]1. The reactants are O1C(=NC2=C1C=CC=C2)N2[C@@H](CCCC2)C(=O)N[C@@H]2CN(CC2)CC2=CC=CC=C2 ((2S)-1-(1,3-benzoxazol-2-yl)-N2-[(3S)benzylpyrrolidin-3-yl]-2-piperidinecarboxamide). The reagents and catalysts are [OH-].[OH-].[Pd+2] (palladium hydroxide on carbon). The product is title compound, O1C(=NC2=C1C=CC=C2)N2[C@@H](CCCC2)C(=O)N[C@@H]2CNCC2 ((2S)-1-(1,3-benzoxazol-2-yl)-N2-[(3S)-pyrrolidin-3-yl]-2-piperidinecarboxamide). As a reaction SMILES: [O:1]1[C:5]2[CH:6]=[CH:7][CH:8]=[CH:9][C:4]=2[N:3]=[C:2]1[N:10]1[CH2:15][CH2:14][CH2:13][CH2:12][C@H:11]1[C:16]([NH:18][C@H:19]1[CH2:23][CH2:22][N:21](CC2C=CC=CC=2)[CH2:20]1)=[O:17]>[OH-].[OH-].[Pd+2]>[O:1]1[C:5]2[CH:6]=[CH:7][CH:8]=[CH:9][C:4]=2[N:3]=[C:2]1[N:10]1[CH2:15][CH2:14][CH2:13][CH2:12][C@H:11]1[C:16]([NH:18][C@H:19]1[CH2:23][CH2:22][NH:21][CH2:20]1)=[O:17] |f:1.2.3|. Procedure details: The title compound was prepared by a similar method to Example 3 from (2S)-1-(1,3-benzoxazol-2-yl)-N2-[(3S)benzylpyrrolidin-3-yl]-2-piperidinecarboxamide [see Example 2] and 20% palladium hydroxide on carbon to afford (2S)-1-(1,3-benzoxazol-2-yl)-N2-[(3S)-pyrrolidin-3-yl]-2-piperidinecarboxamide as a brown foam. Reported procedure: A solution of benzofuran-5-carboxylic acid methoxy-methyl-amide (Intermediate P, 235 mg, 1.145 mmol) in ethanol (20 ml) is hydrogenated over 10% Pd on carbon (30×4 mm CatCart®) at 40° C. and 30 bar using the H-Cube Hydrogenator. After 6 hrs the reaction is complete and the reaction mixture is concentrated in vacuo to give an oil; MS m/z=208.1 [M+H]+; H NMR 400.13 MHz (CDCl3)-7.6 (1H, s), 7.55 (1H, d), 7.8 (1H, d), 4.6 (2H, t), 3.6 (3H, s), 3.35 (3H, s), 3.25 (2H, t). The solvent is C(C)O (ethanol). As a reaction SMILES: [CH3:1][O:2][N:3]([CH3:15])[C:4]([C:6]1[CH:7]=[CH:8][C:9]2[O:13][CH:12]=[CH:11][C:10]=2[CH:14]=1)=[O:5]>C(O)C.[Pd]>[CH3:1][O:2][N:3]([CH3:15])[C:4]([C:6]1[CH:7]=[CH:8][C:9]2[O:13][CH2:12][CH2:11][C:10]=2[CH:14]=1)=[O:5]. The product is CON(C(=O)C=1C=CC2=C(CCO2)C1)C (2,3-Dihydro-benzofuran-5-carboxylic acid methoxy-methyl-amide). Reagents/catalysts: [Pd] (Pd on carbon). Conditions: time 6 hour. Starting materials: CON(C(=O)C=1C=CC2=C(C=CO2)C1)C (benzofuran-5-carboxylic acid methoxy-methyl-amide), CON(C(=O)C=1C=CC2=C(C=CO2)C1)C (benzofuran-5-carboxylic acid methoxy-methyl-amide), (CDCl3)-7. Run in CN(C=O)C (N,N-dimethylformamide), O (Water), CN(C=O)C (N,N-dimethylformamide). Reaction SMILES: [CH3:1][C:2]1[O:3][C:4]([CH2:17]O)=[C:5]([C:7]2[CH:16]=[CH:15][C:14]3[CH2:13][CH2:12][CH2:11][CH2:10][C:9]=3[CH:8]=2)[N:6]=1.S(Cl)(Cl)=[O:20].C([O:26][CH2:27][CH2:28][Cl:29])(=O)C.[H-].[Na+]>CN(C)C=O.O>[Cl:29][CH:28]([CH2:17][C:4]1[O:3][C:2]([CH3:1])=[N:6][C:5]=1[C:7]1[CH:16]=[CH:15][C:14]2[CH2:13][CH2:12][CH2:11][CH2:10][C:9]=2[CH:8]=1)[C:27]([OH:20])=[O:26] |f:3.4|. Yield: 91.0%. The product is ClC(C(=O)O)CC1=C(N=C(O1)C)C1=CC=2CCCCC2C=C1 (2-chloro-3-[2-methyl-4-(5,6,7,8-tetrahydronaphthalen-2-yl)-5-oxazolyl]propionic acid). Procedure details: To a solution of [2-methyl-4-(5,6,7,8-tetrahydronaphthalen-2-yl)-5-oxazolyl]methanol (3.3 g) in (40 mL) was added thionyl chloride (1.5 mL) at 0° C. After stirring at room temperature for 15 min, the reaction mixture was concentrated. To the residue was added saturated aqueous sodium hydrogen carbonate, and the mixture was extracted with ethyl acetate. The organic layer was washed successively with water and saturated brine, dried over anhydrous magnesium sulfate, and concentrated to give an oil... Reaction conditions: time 15 minute. Starting materials: CC=1OC(=C(N1)C1=CC=2CCCCC2C=C1)CO ([2-methyl-4-(5,6,7,8-tetrahydronaphthalen-2-yl)-5-oxazolyl]methanol), S(=O)(Cl)Cl (thionyl chloride), C(C)(=O)OCCCl (2-chloroethyl acetate), [H-].[Na+] (sodium hydride). Starting materials: [OH-].[Na+] (NaOH), OC1=CC=C(C=C)C=C1 (4-hydroxystyrene), O.C1(=CC=C(C=C1)S(=O)(=O)O)C (p-toluenesulfonic acid monohydrate), O1CCCC=C1 (3,4-dihydro-2H-pyran). Solvent: C(C)OCC (diethyl ether). Conditions: time 20 hour. Yields the product O1C(CCCC1)OC1=CC=C(C=C)C=C1 (4-tetrahydropyran-2-yloxystyrene). As a reaction SMILES: [OH:1][C:2]1[CH:9]=[CH:8][C:5]([CH:6]=[CH2:7])=[CH:4][CH:3]=1.O.C1(C)C=CC(S(O)(=O)=O)=CC=1.[O:22]1[CH:27]=[CH:26][CH2:25][CH2:24][CH2:23]1.[OH-].[Na+]>C(OCC)C>[O:22]1[CH2:27][CH2:26][CH2:25][CH2:24][CH:23]1[O:1][C:2]1[CH:9]=[CH:8][C:5]([CH:6]=[CH2:7])=[CH:4][CH:3]=1 |f:1.2,4.5|. Procedure: In a 250 ml round-bottomed flask, 15 g (125 mmol) of 4-hydroxystyrene and 0.4 g (2.3 mmol) of p-toluenesulfonic acid monohydrate are dissolved in 120 ml of diethyl ether. Then, at 5° C., 11.6 g (137 mmol) of 3,4-dihydro-2H-pyran are added dropwise over a period of 10 minutes. The mixture is allowed to reach room temperature and is further stirred for 20 hours. 1N NaOH solution is then added and the organic phase is washed twice with water, dried over magnesium sulfate and concentrated to yield 2...